This data is from the Open Reaction Database (ORD), a public repository of structured organic reaction records. The task is: describe an organic reaction: reactants, conditions, products, and yield Reactants: C(C(=O)O)(=O)O.C(CC)C1=NC2=C(C(NCC2)C(=O)OCC)N1CC1=CC(=C(C=C1)C1=CC=CC=C1)C(=O)OC(C)(C)C (ethyl 2-n-propyl-3-[2-(t-butoxycarbonyl)biphenyl-4-yl]methyl-4,5,6,7-tetrahydroimidazo[4,5-c]pyridine-4-carboxylate oxalate), C(CC)(=O)Cl (propionyl chloride). Product: C(CC)C1=NC2=C(C(N(CC2)C(CC)=O)C(=O)OCC)N1CC1=CC=C(C=C1)C1=C(C=CC=C1)C(=O)OC(C)(C)C (ethyl 2-n-propyl-5-propionyl-3-[2'-(t-butoxycarbonyl)biphenyl-4-yl]methyl-4,5,6,7-tetrahydroimidazo[4,5-c]-pyridine-4-carboxylate). Yield: 174.0%. As a reaction SMILES: [C:1](O)(=O)[C:2]([OH:4])=[O:3].[CH2:7]([C:10]1[N:23]([CH2:24][C:25]2[CH:30]=[CH:29][C:28]([C:31]3[CH:36]=[CH:35][CH:34]=[CH:33]C=3)=[C:27](C(OC(C)(C)C)=O)[CH:26]=2)[C:13]2[CH:14]([C:18]([O:20][CH2:21][CH3:22])=[O:19])[NH:15][CH2:16][CH2:17][C:12]=2[N:11]=1)[CH2:8][CH3:9].[C:44](Cl)(=[O:47])[CH2:45][CH3:46]>>[CH2:7]([C:10]1[N:23]([CH2:24][C:25]2[CH:30]=[CH:29][C:28]([C:31]3[CH:36]=[CH:35][CH:34]=[CH:33][C:1]=3[C:2]([O:4][C:25]([CH3:30])([CH3:26])[CH3:24])=[O:3])=[CH:27][CH:26]=2)[C:13]2[CH:14]([C:18]([O:20][CH2:21][CH3:22])=[O:19])[N:15]([C:44](=[O:47])[CH2:45][CH3:46])[CH2:16][CH2:17][C:12]=2[N:11]=1)[CH2:8][CH3:9] |f:0.1|. Procedure details: The compound obtained in Example 62 (1.0 g) is treated in the same manner as in Example 64 with using propionyl chloride (0.23 g) instead of acetic anhydride to give ethyl 2-n-propyl-5-propionyl-3-[2'-(t-butoxycarbonyl)biphenyl-4-yl]methyl-4,5,6,7-tetrahydroimidazo[4,5-c]-pyridine-4-carboxylate (0.82 g) as a white foam. Reactants: C(C)C1N(C(CC(C1)=O)CC)S(=O)(=O)C1=NC=CC=C1 (2,6-diethyl-1-(pyridin-2-ylsulfonyl)piperidin-4-one), CN(C)C(OC)OC (DMF-DMA), C(C)[C@@H]1CC2(OCCO2)C[C@@H](N1)CC (cis-7,9-diethyl-1,4-dioxa-8-azaspiro[4.5]decane), Cl.N1=C(C=CC=C1)S(=O)(=O)Cl (pyridine-2-sulfonyl chloride hydrochloride), N1N=CC=C1 (pyrazole), O.NN (hydrazine hydrate). Yields the product C(C)[C@@H]1N([C@@H](CC2=C1C=NN2)CC)S(=O)(=O)C2=NC=CC=C2 (cis-4,6-Diethyl-5-(pyridin-2-ylsulfonyl)-4,5,6,7-tetrahydro-1H-pyrazolo[4,3-c]pyridine). RXN SMILES: [CH2:1]([CH:3]1[CH2:8][C:7](=O)[CH2:6][CH:5]([CH2:10][CH3:11])[N:4]1[S:12]([C:15]1[CH:20]=[CH:19][CH:18]=[CH:17][N:16]=1)(=[O:14])=[O:13])[CH3:2].C([C@H]1N[C@@H](CC)CC2(OCCO2)C1)C.Cl.N1C=CC=CC=1S(Cl)(=O)=O.CN(C(OC)OC)C.[NH:54]1[CH:58]=CC=[N:55]1.O.NN>>[CH2:1]([C@H:3]1[C:8]2[CH:58]=[N:54][NH:55][C:7]=2[CH2:6][C@@H:5]([CH2:10][CH3:11])[N:4]1[S:12]([C:15]1[CH:20]=[CH:19][CH:18]=[CH:17][N:16]=1)(=[O:14])=[O:13])[CH3:2] |f:2.3,6.7|. Procedure: Prepared by treatment of 2,6-diethyl-1-(pyridin-2-ylsulfonyl)piperidin-4-one, which was prepared by sulfonylation of compound 126 using pyridine-2-sulfonyl chloride hydrochloride followed by deprotection as shown in Example 17, with DMF-DMA followed by pyrazole formation using hydrazine hydrate as shown in Example 15, The reactants are Cl, [I-], [K+], O=N[O-], Nc1ccc2[nH]ncc2c1, [Na+], O. Yields the product Ic1ccc2[nH]ncc2c1. RXN SMILES: [ClH:11].[I-:17].[K+:16].[N:12]([O-:13])=[O:14].[NH2:1][c:2]1[cH:3][c:4]2[cH:5][n:6][nH:7][c:8]2[cH:9][cH:10]1.[Na+:15].[OH2:18]>>[c:2]1([I:17])[cH:3][c:4]2[cH:5][n:6][nH:7][c:8]2[cH:9][cH:10]1. Starting materials: C1(CC1)NC1=NC(=NC(=C1)Cl)Cl (4-cyclopropylamino-2,6-dichloropyrimidine), C(C)N (ethylamine). The solvent is C(C)O (ethanol). Product: C(C)NC1=NC(=CC(=N1)NC1CC1)Cl (2-Ethylamino- 4-cyclopropylamino-6-chloropyrimidine). Yield: 74.9%. RXN SMILES: [CH:1]1([NH:4][C:5]2[CH:10]=[C:9]([Cl:11])[N:8]=[C:7](Cl)[N:6]=2)[CH2:3][CH2:2]1.[CH2:13]([NH2:15])[CH3:14]>C(O)C>[CH2:13]([NH:15][C:7]1[N:6]=[C:5]([NH:4][CH:1]2[CH2:3][CH2:2]2)[CH:10]=[C:9]([Cl:11])[N:8]=1)[CH3:14]. Procedure: A mixture of 130.5 g (0.64 mol) of 4-cyclopropylamino-2,6-dichloropyrimidine, 576 g (6.4 mols) of ethylamine and 500 ml of ethanol is heated to the reflux temperature for 3 hours. The isomer 6-ethylamino-4-cyclopropylamino-2-chloropyrimidine which crystallises out on cooling is removed by filtration. The filtrate is concentrated to dryness on a rotary evaporator and the residue is recrystallised from methanol. 102 g of colourless crystals of melting point 86°-88° are thus obtained. Reactants: COc1ccc(N)cc1, CC(=O)c1ccccc1, O, c1ccccc1. Product: COc1ccc(N=C(C)c2ccccc2)cc1. As a reaction SMILES: [CH3:10][O:11][c:12]1[cH:13][cH:14][c:15]([NH2:18])[cH:16][cH:17]1.[CH3:1][C:2](=[O:3])[c:4]1[cH:5][cH:6][cH:7][cH:8][cH:9]1.[OH2:25].[cH:19]1[cH:20][cH:21][cH:22][cH:23][cH:24]1>>[CH3:1][C:2]([c:4]1[cH:5][cH:6][cH:7][cH:8][cH:9]1)=[N:18][c:15]1[cH:14][cH:13][c:12]([O:11][CH3:10])[cH:17][cH:16]1. Reactants: CC(C)=O, N#Cc1cc(F)c(Cl)cc1OC(CCCl)c1ccccc1, [I-], [Na+]. The product is N#Cc1cc(F)c(Cl)cc1OC(CCI)c1ccccc1. RXN SMILES: [CH3:24][C:25](=[O:26])[CH3:27].[Cl:1][c:2]1[cH:3][c:4]([O:11][CH:12]([CH2:13][CH2:14][Cl:15])[c:16]2[cH:17][cH:18][cH:19][cH:20][cH:21]2)[c:5]([C:6]#[N:7])[cH:8][c:9]1[F:10].[I-:23].[Na+:22]>>[Cl:1][c:2]1[cH:3][c:4]([O:11][CH:12]([CH2:13][CH2:14][I:23])[c:16]2[cH:17][cH:18][cH:19][cH:20][cH:21]2)[c:5]([C:6]#[N:7])[cH:8][c:9]1[F:10]. Reactants: C(C)(C)(C)C1=NNC(=C1)C(=O)OCC (ethyl 3-tert-butyl-1H-pyrazole-5-carboxylate), [NH4+].[Cl-] (NH4Cl), CC(C)([O-])C.[K+] (Potassium t-butoxide), C(C)(C)(C)OC(CBr)=O (t-butyl-bromoacetate). Run in CS(=O)C (DMSO), C(=O)(C(F)(F)F)O (TFA). Run at time 15 minute. Yields the product C(C)(C)(C)C1=NN(C(=C1)C(=O)OCC)CC(=O)O (2-(3-tert-butyl-5-(ethoxycarbonyl)-1H-pyrazol-1-yl)acetic acid). Yield: 99.2%. Reaction SMILES: CC(C)([O-])C.[K+].[C:7]([C:11]1[CH:15]=[C:14]([C:16]([O:18][CH2:19][CH3:20])=[O:17])[NH:13][N:12]=1)([CH3:10])([CH3:9])[CH3:8].C([O:25][C:26](=[O:29])[CH2:27]Br)(C)(C)C.[NH4+].[Cl-]>CS(C)=O.C(O)(C(F)(F)F)=O>[C:7]([C:11]1[CH:15]=[C:14]([C:16]([O:18][CH2:19][CH3:20])=[O:17])[N:13]([CH2:27][C:26]([OH:29])=[O:25])[N:12]=1)([CH3:10])([CH3:8])[CH3:9] |f:0.1,4.5|. Procedure: Potassium t-butoxide (2.6 g, 23 mmol) was dissolved in DMSO (10 mL) and to this solution was added ethyl 3-tert-butyl-1H-pyrazole-5-carboxylate (4.5 g, 23 mmol) in small portions and stirred under Ar for 15 min. To this solution was added t-butyl-bromoacetate (5.4 g, 28 mmol) slowly at 0° C. with stirring for 45 min at RT. Sat. NH4Cl solution was added and product was extracted with ethyl acetate (3×50 mL). The combined organic layers were washed with brine, dried (Na2SO4) and concentrated to af... Reactants: COCCOC1=CC=2N(C=C1)C(=CN2)C2=NC1=C(C=CC=C1C=C2)O (2-(7-(2-methoxyethoxy)imidazo[1,2-a]pyridin-3-yl)quinolin-8-ol), [C@@H]12CN(C[C@H]2O1)C(=O)OCC1=CC2=CC=CC=C2C=C1 ((cis)-naphthalen-2-ylmethyl 6-oxa-3-azabicyclo[3.1.0]hexane-3-carboxylate), C(=O)([O-])[O-].[Cs+].[Cs+] (Cs2CO3), ice water. Run in CN(C)C=O (DMF). Conditions: temperature 100 celsius. The product is O[C@@H]1CN(C[C@H]1OC=1C=CC=C2C=CC(=NC12)C1=CN=C2N1C=CC(=C2)OCCOC)C(=O)OCC2=CC1=CC=CC=C1C=C2 ((trans)-naphthalen-2-ylmethyl 3-hydroxy-4-(2-(7-(2-methoxyethoxy)imidazo[1,2-a]pyridin-3-yl)quinolin-8-yloxy)pyrrolidine-1-carboxylate). As a reaction SMILES: C([O-])([O-])=O.[Cs+].[Cs+].[CH3:7][O:8][CH2:9][CH2:10][O:11][C:12]1[CH:17]=[CH:16][N:15]2[C:18]([C:21]3[CH:30]=[CH:29][C:28]4[C:23](=[C:24]([OH:31])[CH:25]=[CH:26][CH:27]=4)[N:22]=3)=[CH:19][N:20]=[C:14]2[CH:13]=1.[C@@H:32]12[O:37][C@@H:36]1[CH2:35][N:34]([C:38]([O:40][CH2:41][C:42]1[CH:51]=[CH:50][C:49]3[C:44](=[CH:45][CH:46]=[CH:47][CH:48]=3)[CH:43]=1)=[O:39])[CH2:33]2>CN(C=O)C>[OH:37][C@H:32]1[C@H:36]([O:31][C:24]2[CH:25]=[CH:26][CH:27]=[C:28]3[C:23]=2[N:22]=[C:21]([C:18]2[N:15]4[CH:16]=[CH:17][C:12]([O:11][CH2:10][CH2:9][O:8][CH3:7])=[CH:13][C:14]4=[N:20][CH:19]=2)[CH:30]=[CH:29]3)[CH2:35][N:34]([C:38]([O:40][CH2:41][C:42]2[CH:51]=[CH:50][C:49]3[C:44](=[CH:45][CH:46]=[CH:47][CH:48]=3)[CH:43]=2)=[O:39])[CH2:33]1 |f:0.1.2|. Procedure details: Cs2CO3. (0.2201 g, 1.141 mmol) was added to a solution of 2-(7-(2-methoxyethoxy)imidazo[1,2-a]pyridin-3-yl)quinolin-8-ol (0.294 g, 0.878 mmol) and (cis)-naphthalen-2-ylmethyl 6-oxa-3-azabicyclo[3.1.0]hexane-3-carboxylate (0.260 g, 0.966 mmol) in DMF (4.5 mL). The reaction was heated to 100° C. overnight, then cooled and poured into 30 mL of ice water. This mixture was extracted with 25%. IP A in CH2Cl2, and the organic layer was dried over sodium sulfate and condensed. The residue was purified b...